The task is: describe an organic reaction: reactants, conditions, products, and yield. This data is from the Open Reaction Database (ORD), a public repository of structured organic reaction records. Starting materials: Br, Br, c1ccc(CNCC2CCc3ccccc3O2)cc1, O=CO, O. The product is Brc1ccc2c(c1)CCC(CNCc1ccccc1)O2. RXN SMILES: [Br:21].[BrH:1].[CH2:2]([c:3]1[cH:4][cH:5][cH:6][cH:7][cH:8]1)[NH:9][CH2:10][CH:11]1[O:12][c:13]2[cH:14][cH:15][cH:16][cH:17][c:18]2[CH2:19][CH2:20]1.[CH:23]([OH:24])=[O:25].[OH2:22]>>[Br:1][c:16]1[cH:15][cH:14][c:13]2[c:18]([cH:17]1)[CH2:19][CH2:20][CH:11]([CH2:10][NH:9][CH2:2][c:3]1[cH:4][cH:5][cH:6][cH:7][cH:8]1)[O:12]2. Reactants: O=C(Cl)Oc1ccccc1, CCOC(=N)N1Cc2ccccc2-c2ccccc2C1. Product: CCOC(=NC(=O)Oc1ccccc1)N1Cc2ccccc2-c2ccccc2C1. RXN SMILES: [Cl:21][C:22](=[O:23])[O:24][c:25]1[cH:26][cH:27][cH:28][cH:29][cH:30]1.[cH:1]1[cH:2][cH:3][cH:4][c:5]2[c:11]1-[c:10]1[c:9]([cH:15][cH:14][cH:13][cH:12]1)[CH2:8][N:7]([C:16]([O:17][CH2:18][CH3:19])=[NH:20])[CH2:6]2>>[cH:1]1[cH:2][cH:3][cH:4][c:5]2[c:11]1-[c:10]1[c:9]([cH:15][cH:14][cH:13][cH:12]1)[CH2:8][N:7]([C:16]([O:17][CH2:18][CH3:19])=[N:20][C:22](=[O:23])[O:24][c:25]1[cH:26][cH:27][cH:28][cH:29][cH:30]1)[CH2:6]2. Solvent: C1CCOC1 (THF), C1CCOC1 (THF), ClCCl (dichloromethane). Procedure details: Triphenylphosphine (7.92 g, 30 mmol) in THF (40 ml) was added dropwise to a stirred solution of compound 11 (7.00 g, 28 mmol), (S)-(+)-octan-2-ol (3.66 g 28 mmol) and diethyl azodicarboxylate (4.87 g, 28 mmol) in THF (100 ml). The reaction solution was left stirring under nitrogen until completion [reaction monitored by TLC (dichloromethane, silica)]. Upon completion, the solvent was removed in vacuo to yield a colourless solid which was purified by column chromatography (dichloromethane) on sil... As a reaction SMILES: C1(P(C2C=CC=CC=2)C2C=CC=CC=2)C=CC=CC=1.[CH2:20]([O:27][C:28]1[CH:36]=[CH:35][C:31]([C:32]([OH:34])=[O:33])=[CH:30][C:29]=1[F:37])[C:21]1[CH:26]=[CH:25][CH:24]=[CH:23][CH:22]=1.[CH3:38][C@H:39](O)[CH2:40][CH2:41][CH2:42][CH2:43][CH2:44][CH3:45].N(C(OCC)=O)=NC(OCC)=O>C1COCC1.ClCCl>[CH2:20]([O:27][C:28]1[CH:36]=[CH:35][C:31]([C:32]([O:34][C@H:39]([CH3:38])[CH2:40][CH2:41][CH2:42][CH2:43][CH2:44][CH3:45])=[O:33])=[CH:30][C:29]=1[F:37])[C:21]1[CH:22]=[CH:23][CH:24]=[CH:25][CH:26]=1. Product: C(C1=CC=CC=C1)OC1=C(C=C(C(=O)O[C@@H](CCCCCC)C)C=C1)F ((R)-(−)-1-Methyheptyl 4-Benzyloxy-3-fluorobenzoate). Starting materials: C1(=CC=CC=C1)P(C1=CC=CC=C1)C1=CC=CC=C1 (Triphenylphosphine), C(C1=CC=CC=C1)OC1=C(C=C(C(=O)O)C=C1)F (4-Benzyloxy-3-fluorobenzoic Acid), C[C@@H](CCCCCC)O ((S)-(+)-octan-2-ol), N(=NC(=O)OCC)C(=O)OCC (diethyl azodicarboxylate). The reactants are C(C1=CC=CC=C1)OC1=C(N=C2N(C1=O)C=C(C=C2Br)N2CCOCC2)C=2SC(=CN2)CC2=CC=C(C=C2)F (3-Benzyloxy-9-bromo-2-[5-(4-fluoro-benzyl)-thiazol-2-yl]-7-morpholin-4-yl-pyrido[1,2-a]pyrimidin-4-one), product, C(C)(C)N1C(NCC1)=O (1-isopropyl-imidazolidin-2-one), CC1(C2=C(C(=CC=C2)P(C3=CC=CC=C3)C4=CC=CC=C4)OC5=C(C=CC=C51)P(C6=CC=CC=C6)C7=CC=CC=C7)C (Xantphos), C(=O)([O-])[O-].[Cs+].[Cs+] (Cs2CO3), N#N (N2). The reagents and catalysts are C=1C=CC(=CC1)/C=C/C(=O)/C=C/C2=CC=CC=C2.C=1C=CC(=CC1)/C=C/C(=O)/C=C/C2=CC=CC=C2.C=1C=CC(=CC1)/C=C/C(=O)/C=C/C2=CC=CC=C2.[Pd].[Pd] (Pd2(dba)3). Run in O (water), O1CCOCC1 (dioxane). The product is C(C1=CC=CC=C1)OC1=C(N=C2N(C1=O)C=C(C=C2N2C(N(CC2)C(C)C)=O)N2CCOCC2)C=2SC(=CN2)CC2=CC=C(C=C2)F (3-Benzyloxy-2-[5-(4-fluoro-benzyl)-thiazol-2-yl]-9-(3-isopropyl-2-oxo-imidazolidin-1-yl)-7-morpholin-4-yl-pyrido[1,2-a]pyrimidin-4-one). The yield is 80.6%. Reaction SMILES: [CH2:1]([O:8][C:9]1[C:14](=[O:15])[N:13]2[CH:16]=[C:17]([N:21]3[CH2:26][CH2:25][O:24][CH2:23][CH2:22]3)[CH:18]=[C:19](Br)[C:12]2=[N:11][C:10]=1[C:27]1[S:28][C:29]([CH2:32][C:33]2[CH:38]=[CH:37][C:36]([F:39])=[CH:35][CH:34]=2)=[CH:30][N:31]=1)[C:2]1[CH:7]=[CH:6][CH:5]=[CH:4][CH:3]=1.[CH:40]([N:43]1[CH2:47][CH2:46][NH:45][C:44]1=[O:48])([CH3:42])[CH3:41].CC1(C)C2C(=C(P(C3C=CC=CC=3)C3C=CC=CC=3)C=CC=2)OC2C(P(C3C=CC=CC=3)C3C=CC=CC=3)=CC=CC1=2.C([O-])([O-])=O.[Cs+].[Cs+].N#N>O1CCOCC1.C1C=CC(/C=C/C(/C=C/C2C=CC=CC=2)=O)=CC=1.C1C=CC(/C=C/C(/C=C/C2C=CC=CC=2)=O)=CC=1.C1C=CC(/C=C/C(/C=C/C2C=CC=CC=2)=O)=CC=1.[Pd].[Pd].O>[CH2:1]([O:8][C:9]1[C:14](=[O:15])[N:13]2[CH:16]=[C:17]([N:21]3[CH2:26][CH2:25][O:24][CH2:23][CH2:22]3)[CH:18]=[C:19]([N:45]3[CH2:46][CH2:47][N:43]([CH:40]([CH3:42])[CH3:41])[C:44]3=[O:48])[C:12]2=[N:11][C:10]=1[C:27]1[S:28][C:29]([CH2:32][C:33]2[CH:38]=[CH:37][C:36]([F:39])=[CH:35][CH:34]=2)=[CH:30][N:31]=1)[C:2]1[CH:7]=[CH:6][CH:5]=[CH:4][CH:3]=1 |f:3.4.5,8.9.10.11.12|. Reported procedure: 3-Benzyloxy-9-bromo-2-[5-(4-fluoro-benzyl)-thiazol-2-yl]-7-morpholin-4-yl-pyrido[1,2-a]pyrimidin-4-one (product of example 218, 110 mg, 0.18 mmol), 1-isopropyl-imidazolidin-2-one (30 mg, 0.22 mmol), Pd2(dba)3 (15 mg, 0.02 mmol), Xantphos (15 mg, 0.2 mmol), Cs2CO3 (58.5 mg, 0.18 mmol) were mixed in anhydrous dioxane (5 ml). The mixture was heated at 90° C. under the atmosphere of N2 for 4 h, after which water was added and then extracted with ethyl acetate. The extracts were combined, washed with... Reactants: C(C)(C)(C)OC(=O)NC1CC(C(C1)C1=CC=CC=C1)CN1CCC(CC1)N(CC=C)C(=O)NCC1=CC=C(C=C1)[N+](=O)[O-] (1-(RS)-((t-butoxycarbonyl)amino)-3-(SR)-((4-(N-(4-nitrobenzylaminocarbonyl)-N-(allyl)amino)piperidin-1-yl)methyl)-4-(SR)-phenylcyclopentane), C1(=CC=CC=C1)S(=O)(=O)Cl (phenylsulfonyl chloride). Yields the product C1(=CC=CC=C1)S(=O)(=O)NC1CC(C(C1)C1=CC=CC=C1)CN1CCC(CC1)N(CC=C)C(=O)NCC1=CC=C(C=C1)[N+](=O)[O-] (1-(RS)-((Phenylsulfonyl)amino)-3-(SR)-((4-(N-(4-nitrobenzylaminocarbonyl)-N-(allyl)amino)piperidin-1-yl)methyl)-4-(SR)-phenylcyclopentane). As a reaction SMILES: C(OC([NH:8][CH:9]1[CH2:13][CH:12]([C:14]2[CH:19]=[CH:18][CH:17]=[CH:16][CH:15]=2)[CH:11]([CH2:20][N:21]2[CH2:26][CH2:25][CH:24]([N:27]([C:31]([NH:33][CH2:34][C:35]3[CH:40]=[CH:39][C:38]([N+:41]([O-:43])=[O:42])=[CH:37][CH:36]=3)=[O:32])[CH2:28][CH:29]=[CH2:30])[CH2:23][CH2:22]2)[CH2:10]1)=O)(C)(C)C.[C:44]1([S:50](Cl)(=[O:52])=[O:51])[CH:49]=[CH:48][CH:47]=[CH:46][CH:45]=1>>[C:44]1([S:50]([NH:8][CH:9]2[CH2:13][CH:12]([C:14]3[CH:19]=[CH:18][CH:17]=[CH:16][CH:15]=3)[CH:11]([CH2:20][N:21]3[CH2:22][CH2:23][CH:24]([N:27]([C:31]([NH:33][CH2:34][C:35]4[CH:40]=[CH:39][C:38]([N+:41]([O-:43])=[O:42])=[CH:37][CH:36]=4)=[O:32])[CH2:28][CH:29]=[CH2:30])[CH2:25][CH2:26]3)[CH2:10]2)(=[O:52])=[O:51])[CH:49]=[CH:48][CH:47]=[CH:46][CH:45]=1. Reported procedure: Using essentially the same procedure as Example 16, Step A and B, 1-(RS)-((t-butoxycarbonyl)amino)-3-(SR)-((4-(N-(4-nitrobenzylaminocarbonyl)-N-(allyl)amino)piperidin-1-yl)methyl)-4-(SR)-phenylcyclopentane from Example 22, Step H (derived from the lower isomer from Example 20, Step E) was deblocked and acylated with phenylsulfonyl chloride to obtain the title compound.